This data is from the Open Reaction Database (ORD), a public repository of structured organic reaction records. The task is: describe an organic reaction: reactants, conditions, products, and yield Starting materials: COP(=O)(CC1CC(=O)N(c2ccc(-c3ccc(C#N)cc3)cc2)C1)OC, CCC(C)=O, [I-], [Na+]. Yields the product COP(=O)(O)CC1CC(=O)N(c2ccc(-c3ccc(C#N)cc3)cc2)C1. Reaction SMILES: [C:1](#[N:2])[c:3]1[cH:4][cH:5][c:6](-[c:9]2[cH:10][cH:11][c:12]([N:15]3[C:16](=[O:27])[CH2:17][CH:18]([CH2:20][P:21](=[O:22])([O:23][CH3:24])[O:25][CH3:26])[CH2:19]3)[cH:13][cH:14]2)[cH:7][cH:8]1.[CH2:30]([C:31]([CH3:32])=[O:33])[CH3:34].[I-:29].[Na+:28]>>[C:1](#[N:2])[c:3]1[cH:4][cH:5][c:6](-[c:9]2[cH:10][cH:11][c:12]([N:15]3[C:16](=[O:27])[CH2:17][CH:18]([CH2:20][P:21](=[O:22])([O:23][CH3:24])[OH:25])[CH2:19]3)[cH:13][cH:14]2)[cH:7][cH:8]1. Reactants: C(CCC)[Li] (n-butyllithium), Cl (hydrochloric acid), BrC1=CC(=C(C#N)C=C1)C (4-bromo-2-methylbenzonitrile), O1CCCC1 (tetrahydrofuran), B(OC(C)C)(OC(C)C)OC(C)C (triisopropyl borate). Solvent: CCCCCC (hexane). Reaction conditions: temperature -78 celsius, time 40 minute. Yields the product CC1(COB(OC1)C1=CC(=C(C#N)C=C1)C)C (4-(5,5-Dimethyl-1,3,2-dioxaborinan-2-yl)-2-methylbenzonitrile). The yield is 67.0%. RXN SMILES: Br[C:2]1[CH:9]=[CH:8][C:5]([C:6]#[N:7])=[C:4]([CH3:10])[CH:3]=1.C([Li])[CH2:12][CH2:13][CH3:14].[B:16](OC(C)C)([O:21]C(C)C)[O:17][CH:18](C)C.Cl.O1CCC[CH2:31]1>CCCCCC>[CH3:31][C:13]1([CH3:14])[CH2:12][O:21][B:16]([C:2]2[CH:9]=[CH:8][C:5]([C:6]#[N:7])=[C:4]([CH3:10])[CH:3]=2)[O:17][CH2:18]1. Reported procedure: A solution of 4-bromo-2-methylbenzonitrile (1.0 g) in tetrahydrofuran (16 mL) was cooled to an external temperature of −78° C. in a nitrogen atmosphere, and a solution of n-butyllithium in hexane (1.57 M, 3.5 mL) was added dropwise. After stirring at −78° C. for 40 minutes, triisopropyl borate (1.5 mL) was added dropwise and the mixture was stirred at room temperature for 1.5 hours. 1 M hydrochloric acid (10 mL) was added to the reaction solution, followed by extraction with diethyl ether. The o... Starting materials: O=C(OC1CCC(F)(F)CC1)c1ccccc1, CCO, CCOC(C)=O, [Na+], [OH-], O. The product is OC1CCC(F)(F)CC1. Reaction SMILES: [C:1](=[O:2])([c:3]1[cH:4][cH:5][cH:6][cH:7][cH:8]1)[O:9][CH:10]1[CH2:11][CH2:12][C:13]([F:16])([F:17])[CH2:14][CH2:15]1.[CH3:20][CH2:21][OH:22].[CH3:23][CH2:24][O:25][C:26](=[O:27])[CH3:28].[Na+:19].[OH-:18].[OH2:29]>>[OH:9][CH:10]1[CH2:11][CH2:12][C:13]([F:16])([F:17])[CH2:14][CH2:15]1. The reactants are CCO, COc1cc(CCCC#N)ccc1C, [Na+], [OH-], O. Product: COc1cc(CCCC(=O)O)ccc1C. Reaction SMILES: [CH3:18][CH2:19][OH:20].[CH3:1][O:2][c:3]1[cH:4][c:5]([CH2:10][CH2:11][CH2:12][C:13]#[N:14])[cH:6][cH:7][c:8]1[CH3:9].[Na+:16].[OH-:15].[OH2:17]>>[CH3:1][O:2][c:3]1[cH:4][c:5]([CH2:10][CH2:11][CH2:12][C:13](=[O:15])[OH:17])[cH:6][cH:7][c:8]1[CH3:9]. The reactants are CSCS(=O)C (methyl methylthiomethyl sulfoxide), C(C1=CC=CC=C1)Cl (benzyl chloride), O1CCCC1 (tetrahydrofuran), [H-].[Na+] (sodium hydride). Solvent: O (water), C(Cl)Cl (methylene chloride). Conditions: time 1 hour. Yields the product CSC(CC1=CC=CC=C1)S(=O)C (methyl 1-methylthio-2-phenylethyl sulfoxide). The yield is 64.7%. RXN SMILES: [CH3:1][S:2][CH2:3][S:4]([CH3:6])=[O:5].O1CCCC1.[H-].[Na+].[CH2:14](Cl)[C:15]1[CH:20]=[CH:19][CH:18]=[CH:17][CH:16]=1>O.C(Cl)Cl>[CH3:1][S:2][CH:3]([S:4]([CH3:6])=[O:5])[CH2:14][C:15]1[CH:20]=[CH:19][CH:18]=[CH:17][CH:16]=1 |f:2.3|. Procedure details: 590 mg of methyl methylthiomethyl sulfoxide was dissolved in 5 ml. of tetrahydrofuran, and under cooling with ice, 171 mg (1.5 equivalents) of sodium hydride was added. The mixture was stirred for 1 hour. 813 mg of benzyl chloride was added, and the mixture was stirred at room temperature for 15 hours. 50 ml of methylene chloride and 1 ml. of water were added, and the reaction mixture was dried with anhydrous sodium sulfate, and the organic layer was concentrated at reduced pressure. The residue... The reagents and catalysts are [Ni] (Raney Nickel). Starting materials: [N+](=O)([O-])C1=CC=C(C=N1)N1CCOCC1 (4-(6-Nitro-pyridin-3-yl)-morpholine). Reaction SMILES: [N+:1]([C:4]1[N:9]=[CH:8][C:7]([N:10]2[CH2:15][CH2:14][O:13][CH2:12][CH2:11]2)=[CH:6][CH:5]=1)([O-])=O>C1COCC1.[Ni]>[N:10]1([C:7]2[CH:6]=[CH:5][C:4]([NH2:1])=[N:9][CH:8]=2)[CH2:15][CH2:14][O:13][CH2:12][CH2:11]1. Reported procedure: 4-(6-Nitro-pyridin-3-yl)-morpholine (2.86 g, 13.7 mmol) was dissolved in THF (100 mL) to which Raney Nickel (1.03 g) was added. The reaction mixture was shaken under a hydrogen atmosphere (50 psi) for 4 hours. The catalyst was removed by filtration and the solvent evaporated to give 5-morpholin-4-yl-pyridin-2-ylamine as a purple solid (1.91 g, 78.0%). 1H NMR δ(400 MHz, CDCl3) 7.76 (d, J=2.0 Hz, 1H), 7.16 (dd, J=2.7, 8.8 Hz, 1H), 6.50 (d, J=8.8 Hz, 1H), 4.24 (s, 2H), 3.84 (m, 4H), 3.16 (m, 4H), 3... Isolated yield 77.8%. Product: N1(CCOCC1)C=1C=CC(=NC1)N (5-morpholin-4-yl-pyridin-2-ylamine). Run in C1CCOC1 (THF). Reaction conditions: time 4 hour. The reactants are N(=[N+]=[N-])[C@H]1C[C@@H](O[C@@H]1COC(C1=CC=CC=C1)(C1=CC=CC=C1)C1=CC=CC=C1)N1C(=O)NC(=O)C(=C1)CC (3'-azido-5-ethyl-5'-O-trityl-2',3'-dideoxyuridine). Run in C(C)(=O)O (acetic acid). Reaction conditions: time 10 minute. Yields the product N(=[N+]=[N-])[C@H]1C[C@@H](O[C@@H]1CO)N1C(=O)NC(=O)C(=C1)CC (3'-Azido-2',3'-dideoxy-5-ethyl-uridine). Isolated yield 82.7%. RXN SMILES: [N:1]([C@@H:4]1[C@@H:8]([CH2:9][O:10]C(C2C=CC=CC=2)(C2C=CC=CC=2)C2C=CC=CC=2)[O:7][C@@H:6]([N:30]2[CH:37]=[C:36]([CH2:38][CH3:39])[C:34](=[O:35])[NH:33][C:31]2=[O:32])[CH2:5]1)=[N+:2]=[N-:3]>C(O)(=O)C>[N:1]([C@@H:4]1[C@@H:8]([CH2:9][OH:10])[O:7][C@@H:6]([N:30]2[CH:37]=[C:36]([CH2:38][CH3:39])[C:34](=[O:35])[NH:33][C:31]2=[O:32])[CH2:5]1)=[N+:2]=[N-:3]. Reported procedure: A mixture of 3'-azido-5-ethyl-5'-O-trityl-2',3'-dideoxyuridine (0.9 g, 1.72 mmole) and 80% acetic acid (25 ml) is heated at 85°-90° C. for 40 minutes, after which acetic acid is evacuated in vacuo to a solid in which water (50 ml) is added, and the mixture is stirred for 10 minutes. The solution is filtered through a celite pad, and then the filtrate is extracted with n-hexane. The water layer is separated, evaporated down to ca. 2 ml, and then the solution is freeze-dried to yield an amorphous ...